This data is from the Open Reaction Database (ORD), a public repository of structured organic reaction records. The task is: describe an organic reaction: reactants, conditions, products, and yield Starting materials: NC=1C=C(C=CC1)B(O)O (3-aminophenylboronic acid), BrC1=CN=C2N1N=CC(=N2)C(F)(F)F (7-bromo-3-trifluoromethylimidazo[1,2-b][1,2,4]triazine). Yields the product FC(C1=NC=2N(N=C1)C(=CN2)C=2C=C(C=CC2)N)(F)F (3-(3-Trifluoromethylimidazo[1,2-b][1,2,4]triazin-7-yl)phenylamine). The yield is 40.4%. RXN SMILES: [NH2:1][C:2]1[CH:3]=[C:4](B(O)O)[CH:5]=[CH:6][CH:7]=1.Br[C:12]1[N:16]2[N:17]=[CH:18][C:19]([C:21]([F:24])([F:23])[F:22])=[N:20][C:15]2=[N:14][CH:13]=1>>[F:24][C:21]([F:22])([F:23])[C:19]1[CH:18]=[N:17][N:16]2[C:12]([C:4]3[CH:3]=[C:2]([NH2:1])[CH:7]=[CH:6][CH:5]=3)=[CH:13][N:14]=[C:15]2[N:20]=1. Procedure details: This reaction was carried out as in Example 6, step b, using a mixture of 3-aminophenylboronic acid (290 mg, 1.87 mmol) and 7-bromo-3-trifluoromethylimidazo[1,2-b][1,2,4]triazine (250 mg, 0.93 mmol). The residue was purified by flash chromatography (silica gel, 35% EtOAc/isohexane) to give 105 mg (41%) of the title compound: 1H NMR (400 MHz, CDCl3) δ 3.87 (2H, br s), 6.80 (1H, ddd, J 7.9, 2.4, 0.8 Hz), 7.34 (1H, t, J 7.9 Hz), 7.46-7.43 (2H, m), 8.57 (1H, s), 8.77 (1H, s); MS (ES+) m/z 280 [M+H]+...